Dataset: the Open Reaction Database (ORD), a public repository of structured organic reaction records. Task: describe an organic reaction: reactants, conditions, products, and yield Reactants: glycogen, Cl (HCl), NCC(=O)O (glycine), [Na+].[Cl-] (NaCl), amine, OC1[C@@H](N)[C@@H](O)[C@H](O)[C@H](O1)CO (mannosamine), OC1[C@H](N)[C@@H](O)[C@H](O)[C@H](O1)CO (glucosamine), O=C[C@H](O)[C@@H](O)[C@H](O)[C@H](O)CO (glucose), O=C[C@@H](O)[C@@H](O)[C@H](O)[C@H](O)CO (mannose), sugars, F[B-](F)(F)F.C(#N)C1=[N+](C=CC=C1)N(C)C (cyanodimethylamino-pyridinium tetrafluoroborate), F[B-](F)(F)F.C(#N)C1=[N+](C=CC=C1)N(C)C (CDAP), N#CBr (CNBr), glycogen, NCC(=O)O (glycine), F[B-](F)(F)F.C(#N)C1=[N+](C=CC=C1)N(C)C (CDAP), glycogen, [OH-].[Na+] (NaOH), glycogen, [Na+].[Cl-] (NaCl). Run in C1CN(CCN1CCO)CCS(=O)(=O)O (HEPES), C1CN(CCN1CCO)CCS(=O)(=O)O (HEPES), C(C)N(CC)CC (triethylamine), C1CN(CCN1CCO)CCS(=O)(=O)O (HEPES), CS(=O)C (DMSO). Run at time 1 minute. The product is [B-](F)(F)(F)F.CN(C)C1=CC=[N+](C=C1)C#N (CDAP). RXN SMILES: [F:1][B-:2]([F:5])([F:4])[F:3].C([C:8]1C=CC=[CH:10][N+:9]=1N(C)C)#N.[N:17]#[C:18]Br.[Na+].[Cl-].Cl.[OH-].[Na+].NCC(O)=O.OC1O[C@H:38]([CH2:40]O)[C@@H:36](O)[C@H:34](O)[C@@H:32]1[NH2:33].OC1O[C@H](CO)[C@@H](O)[C@H](O)[C@H]1N.O=C[C@@H]([C@H]([C@@H]([C@@H](CO)O)O)O)O.O=C[C@H]([C@H]([C@@H]([C@@H](CO)O)O)O)O>C1N(CCO)CCN(CCS(O)(=O)=O)C1.CS(C)=O.C(N(CC)CC)C>[B-:2]([F:5])([F:4])([F:3])[F:1].[CH3:8][N:9]([C:36]1[CH:34]=[CH:32][N+:33]([C:18]#[N:17])=[CH:40][CH:38]=1)[CH3:10] |f:0.1,3.4,6.7,16.17|. Reported procedure: This example describes a generalized method for making insulin-glycogen conjugates using cyanodimethylamino-pyridinium tetrafluoroborate (CDAP) as a coupling agent. This synthesis was used to prepare various insulin-glycogen conjugates that are described in later Examples. The inventors have found that this method produces increased insulin loading as compared to the CNBr method of Example 2. Briefly, 8.0 g of glycogen is dissolved in 160 ml of 25 mM HEPES, 0.15 M NaCl, pH 9.0. 2.4-12.0 mL of a ... Reactants: CC1(C2CCC3(C1C2)CO3)C (beta-pinene oxide), O (water). Product: C1(CCC(=CC1)C(C)(C)O)CO (p-menthene-7,8-diol). As a reaction SMILES: [CH3:1][C:2]1([CH3:11])[CH:7]2[CH2:8][CH:3]1[CH2:4][CH2:5][C:6]12[O:10][CH2:9]1.[OH2:12]>>[CH:6]1([CH2:9][OH:10])[CH2:7][CH:8]=[C:3]([C:2]([OH:12])([CH3:11])[CH3:1])[CH2:4][CH2:5]1. Reported procedure: A process of claim 1 wherein beta-pinene oxide is reacted with water in the presence of an acidic exchange resin catalyst to produce p-menthene-7,8-diol; reacting said diol with acetic anhydride in the presence of pyridine as a catalyst to produce 7-acetoxy-p-menth-1-en-8-ol; dehydrating said 7-acetoxy-p-menth-1-en-8-ol to produce perillyl acetate and saponifying said perillyl acetate to perillyl alcohol. Reactants: CN(C=O)C (N,N-dimethylformamide), [H-].[Na+] (sodium hydride), FC1=CC=CC=2N=C(NC21)C (4-fluoro-2-methylbenzimidazole), FC(S(=O)(=O)OC1=CC=C(OC2=CC=C(CBr)C=C2)C=C1)(F)F (4-(4-trifluoromethylsulfonyloxyphenoxy)benzyl bromide). The solvent is O (water). Conditions: time 1 hour. Yields the product FC1=CC=CC=2N(C(=NC21)C)CC2=CC=C(C=C2)OC2=CC=C(C=C2)OS(=O)(=O)C(F)(F)F (4-fluoro-2-methyl-1-[4-(4-trifluoromethylsulfonyloxyphenoxy)benzyl]benzimidazole). Isolated yield 46.8%. As a reaction SMILES: CN(C)C=O.[H-].[Na+].[F:8][C:9]1[C:17]2[NH:16][C:15]([CH3:18])=[N:14][C:13]=2[CH:12]=[CH:11][CH:10]=1.[F:19][C:20]([F:41])([F:40])[S:21]([O:24][C:25]1[CH:39]=[CH:38][C:28]([O:29][C:30]2[CH:37]=[CH:36][C:33]([CH2:34]Br)=[CH:32][CH:31]=2)=[CH:27][CH:26]=1)(=[O:23])=[O:22]>O>[F:8][C:9]1[C:17]2[N:16]=[C:15]([CH3:18])[N:14]([CH2:34][C:33]3[CH:32]=[CH:31][C:30]([O:29][C:28]4[CH:27]=[CH:26][C:25]([O:24][S:21]([C:20]([F:41])([F:19])[F:40])(=[O:23])=[O:22])=[CH:39][CH:38]=4)=[CH:37][CH:36]=3)[C:13]=2[CH:12]=[CH:11][CH:10]=1 |f:1.2|. Procedure details: To a mixture of anhydrous N,N-dimethylformamide (10 ml) and sodium hydride (60% oil suspension; 29 mg), 4-fluoro-2-methylbenzimidazole (110 mg) was added while stirring, and stirring was continued at room temperature for 1 hour. To the reaction mixture, a solution of 4-(4-trifluoromethylsulfonyloxyphenoxy)benzyl bromide (300 mg) in anhydrous N,N-dimethylformaide (3 ml) was dropwise added, followed by stirring at room temperature for 5 hours. After completion of the reaction, the reaction mixture... The reactants are O=c1[nH]c2cc(F)c(F)cc2[nH]c1=O, [K+], O=[N+]([O-])[O-], O. Product: O=c1[nH]c2cc(F)c(F)c([N+](=O)[O-])c2[nH]c1=O. RXN SMILES: [F:1][c:2]1[cH:3][c:4]2[nH:5][c:6](=[O:14])[c:7](=[O:13])[nH:8][c:9]2[cH:10][c:11]1[F:12].[K+:19].[N+:15](=[O:16])([O-:17])[O-:18].[OH2:20]>>[F:1][c:2]1[cH:3][c:4]2[nH:5][c:6](=[O:14])[c:7](=[O:13])[nH:8][c:9]2[c:10]([N+:15](=[O:16])[O-:17])[c:11]1[F:12]. Reactants: COC([C@@H](NC(C1=C(C=C(C=C1)Br)C1=CC=CC=C1)=O)CCSC)=O ((2-phenyl-4-bromobenzoyl)-methionine methyl ester), C(C)NCC (diethylamine), C[Si](C)(C)C#C (trimethylsilylacetylene), methyl ester, [F-].C(CCC)[N+](CCCC)(CCCC)CCCC (tetrabutylammonium fluoride). Reagents/catalysts: C(C)(=O)[O-].C(C)(=O)[O-].[Pd+2].C1(=CC=CC=C1)P(C1=CC=CC=C1)C1=CC=CC=C1.C1(=CC=CC=C1)P(C1=CC=CC=C1)C1=CC=CC=C1 (bis(triphenylphosphine) palladium diacetate), [Cu]I (copper(I) iodide). The solvent is C1(=CC=CC=C1)C (toluene), CCOCC (ether). Reaction conditions: temperature 60 celsius. Product: COC([C@@H](NC(C1=C(C=C(C=C1)C#C)C1=CC=CC=C1)=O)CCSC)=O ((4-Ethynyl-2-phenylbenzoyl)methionine methyl ester). Reaction SMILES: [CH3:1][O:2][C:3](=[O:25])[C@H:4]([CH2:21][CH2:22][S:23][CH3:24])[NH:5][C:6](=[O:20])[C:7]1[CH:12]=[CH:11][C:10](Br)=[CH:9][C:8]=1[C:14]1[CH:19]=[CH:18][CH:17]=[CH:16][CH:15]=1.[CH2:26](NCC)[CH3:27].C[Si](C#C)(C)C.[F-].C([N+](CCCC)(CCCC)CCCC)CCC>C1(C)C=CC=CC=1.CCOCC.C([O-])(=O)C.C([O-])(=O)C.[Pd+2].C1(P(C2C=CC=CC=2)C2C=CC=CC=2)C=CC=CC=1.C1(P(C2C=CC=CC=2)C2C=CC=CC=2)C=CC=CC=1.[Cu]I>[CH3:1][O:2][C:3](=[O:25])[C@H:4]([CH2:21][CH2:22][S:23][CH3:24])[NH:5][C:6](=[O:20])[C:7]1[CH:12]=[CH:11][C:10]([C:26]#[CH:27])=[CH:9][C:8]=1[C:14]1[CH:19]=[CH:18][CH:17]=[CH:16][CH:15]=1 |f:3.4,7.8.9.10.11|. Procedure: A mixture of (2-phenyl-4-bromobenzoyl)-methionine methyl ester (100 mmol), diethylamine (300 mmol), trimethylsilylacetylene (110 mmol), bis(triphenylphosphine) palladium diacetate (5 mmol) and copper(I) iodide (3 mmol) in toluene is heated at 60° C. until TLC analysis indicates the starting methyl ester has disappeared. The reaction mixture is concentrated in vacuo, redissolved in ether, filtered through silica gel, and concentrated. The residue is then dissolved in THF, and is treated with tetr... Starting materials: ClC(C)C=1C(=NC(=NC1)SC)NC ([5-(1-Chloro-ethyl)-2-methylsulfanyl-pyrimidin-4-yl]-methyl-amine), [I-].[Na+] (sodium iodide), BrC1=C(N)C=CC=C1 (2-bromoaniline), C(C)N(C(C)C)C(C)C (N-ethyl-di-isopropyl amine). The solvent is O (water), C(C)#N (acetonitrile), C(C)#N (acetonitrile). Reaction conditions: time 16 hour. Yields the product BrC1=C(C=CC=C1)NC(C)C=1C(=NC(=NC1)SC)NC (5-[1-(2-Bromo-phenylamino)-ethyl]-2-methylsulfanyl-pyrimidin-4-yl-methyl-amine). Yield: 38.9%. RXN SMILES: Cl[CH:2]([C:4]1[C:5]([NH:12][CH3:13])=[N:6][C:7]([S:10][CH3:11])=[N:8][CH:9]=1)[CH3:3].[I-].[Na+].[Br:16][C:17]1[CH:23]=[CH:22][CH:21]=[CH:20][C:18]=1[NH2:19].C(N(C(C)C)C(C)C)C>C(#N)C.O>[Br:16][C:17]1[CH:23]=[CH:22][CH:21]=[CH:20][C:18]=1[NH:19][CH:2]([C:4]1[C:5]([NH:12][CH3:13])=[N:6][C:7]([S:10][CH3:11])=[N:8][CH:9]=1)[CH3:3] |f:1.2|. Reported procedure: 0.25 g of the product from Example 11b, supra, and 34 mg sodium iodide in 10 mL acetonitrile were stirred for 15 min at RT. The resulting suspension was added drop-wise at RT to a mixture of 0.21 g 2-bromoaniline (Aldrich) and 0.33 g N-ethyl-di-isopropyl amine (Aldrich) in 5 mL acetonitrile. Stirring was continued for 16 hrs and the mixture was diluted with 20 mL water and extracted with dichloromethane. Chromatography on silica (eluent CHCl3) yielded 158 mg of the title product. Reactants: C1(CC1)C=1C=C2C(=NC1N(S(=O)(=O)C)CCCC(C(=O)OCC(C)C)(C)C)OC(=C2C(NC)=O)C2=CC=C(C=C2)C (isobutyl 5-(N-(5-cyclopropyl-3-(methylcarbamoyl)-2-p-tolylfuro[2,3-b]pyridin-6-yl)methylsulfonamido)-2,2-dimethylpentanoate), [OH-].[Na+] (NaOH). The solvent is CO (MeOH). Run at temperature 60 celsius. The product is C1(CC1)C=1C=C2C(=NC1N(CCCC(C(=O)O)(C)C)S(=O)(=O)C)OC(=C2C(NC)=O)C2=CC=C(C=C2)C (5-[(5-Cyclopropyl-3-methylcarbamoyl-2-p-tolyl-furo[2,3-b]pyridin-6-yl)-methanesulfonyl-amino]-2,2-dimethyl-pentanoic acid). The yield is 66.1%. Reaction SMILES: [CH:1]1([C:4]2[CH:5]=[C:6]3[C:30]([C:31](=[O:34])[NH:32][CH3:33])=[C:29]([C:35]4[CH:40]=[CH:39][C:38]([CH3:41])=[CH:37][CH:36]=4)[O:28][C:7]3=[N:8][C:9]=2[N:10]([CH2:15][CH2:16][CH2:17][C:18]([CH3:27])([CH3:26])[C:19]([O:21]CC(C)C)=[O:20])[S:11]([CH3:14])(=[O:13])=[O:12])[CH2:3][CH2:2]1.[OH-].[Na+]>CO>[CH:1]1([C:4]2[CH:5]=[C:6]3[C:30]([C:31](=[O:34])[NH:32][CH3:33])=[C:29]([C:35]4[CH:40]=[CH:39][C:38]([CH3:41])=[CH:37][CH:36]=4)[O:28][C:7]3=[N:8][C:9]=2[N:10]([S:11]([CH3:14])(=[O:13])=[O:12])[CH2:15][CH2:16][CH2:17][C:18]([CH3:27])([CH3:26])[C:19]([OH:21])=[O:20])[CH2:3][CH2:2]1 |f:1.2|. Procedure details: To isobutyl 5-(N-(5-cyclopropyl-3-(methylcarbamoyl)-2-p-tolylfuro[2,3-b]pyridin-6-yl)methylsulfonamido)-2,2-dimethylpentanoate 3 (50 mg, 0.086 mmol) in MeOH (2 mL) is added NaOH (3 mL, 2M, 6.00 mmol) and the reaction is heated at 60° C. overnight. The MeOH is removed by evaporation, and the solution is acidified to pH 5. The solid is collected by filtration then purified by HPLC to give 30 mg (64% yield) of 5-[(5-Cyclopropyl-3-methylcarbamoyl-2-p-tolyl-furo[2,3-b]pyridin-6-yl)-methanesulfonyl-am... Reaction SMILES: Br[C:2]1[CH:3]=[C:4]([O:8][CH3:9])[CH:5]=[CH:6][CH:7]=1.FC(F)(F)C1C=C([C:18]23[CH2:27][CH:22]([O:23][C:24]2([CH3:26])[CH3:25])[N:21]([CH3:28])[CH2:20][CH2:19]3)C=CC=1.[CH2:31](C(C)=O)C>>[CH3:9][O:8][C:4]1[CH:3]=[C:2]([C:18]2([C:24]([CH3:25])([CH2:26][CH3:31])[OH:23])[CH2:19][CH2:20][N:21]([CH3:28])[CH2:22][CH2:27]2)[CH:7]=[CH:6][CH:5]=1. The product is COC=1C=C(C=CC1)C1(CCN(CC1)C)C(O)(CC)C (4-(3'-Methoxyphenyl)-α,1-dimethyl-α-ethyl-4-piperidinemethanol). The reactants are BrC=1C=C(C=CC1)OC (3-bromoanisole), FC(C=1C=C(C=CC1)C12CCN(C(OC1(C)C)C2)C)(F)F (5-(3'-trifluoromethylphenyl)-2,6,6-trimethyl-7-oxa-2-azabicyclo[3.2.1]octane), C(C)C(=O)C (methyl ethyl ketone). Procedure: 4-(3'-Methoxyphenyl)-α,1-dimethyl-α-ethyl-4-piperidinemethanol was prepared from 3-bromoanisole by the procedure described in Example 2 except that methyl ethyl ketone (2-butanone) was used in place of acetone in the preparation of III; m.p. 134°-135°; NMR (in CDCl3): τ2.6-3.3 (m, 4H); 6.2 (s, 3H); 7.2-8.3 (m, 12H); 8.6 (quartet, 2H); 9.0 (s, 3H) and 9.2 (t, 3H). Anal. Calcd. for C17H27NO2 : C, 73.61; H, 9.81; N, 5.05. Found: C, 73.73; H, 9.69; N, 5.17.